This data is from the Open Reaction Database (ORD), a public repository of structured organic reaction records. The task is: describe an organic reaction: reactants, conditions, products, and yield Starting materials: NC=1C=C(C=CC1C)C=1OC2=C(N1)C(=CC=C2)C2=CC=CC=C2 (2-(3-amino-4-methylphenyl)-4-phenylbenzoxazole), C1=CC2=C(C=C1C(=O)O)C(=O)OC2=O (1,2,4-benzenetricarboxylic anhydride). Product: CC1=C(C=C(C=C1)C=1OC2=C(N1)C=C(C=C2)C2=CC=CC=C2)N2C(C1=CC=C(C=C1C2=O)C(=O)O)=O (2-[2-Methyl-5-(5-phenylbenzoxazol-2-yl)phenyl]-2,3-dihydro-1,3-dioxo-1H-isoindole-5-carboxylic acid). As a reaction SMILES: [NH2:1][C:2]1[CH:3]=[C:4]([C:9]2[O:10][C:11]3[CH:17]=[CH:16][CH:15]=[C:14](C4C=CC=CC=4)[C:12]=3[N:13]=2)[CH:5]=[CH:6][C:7]=1[CH3:8].[CH:24]1[C:29]([C:30]([OH:32])=[O:31])=[CH:28][C:27]2[C:33]([O:35][C:36](=[O:37])[C:26]=2[CH:25]=1)=O>>[CH3:8][C:7]1[CH:6]=[CH:5][C:4]([C:9]2[O:10][C:11]3[CH:17]=[CH:16][C:15]([C:2]4[CH:3]=[CH:4][CH:5]=[CH:6][CH:7]=4)=[CH:14][C:12]=3[N:13]=2)=[CH:3][C:2]=1[N:1]1[C:33](=[O:35])[C:27]2[C:26](=[CH:25][CH:24]=[C:29]([C:30]([OH:32])=[O:31])[CH:28]=2)[C:36]1=[O:37]. Procedure details: Prepared by the method of Example 1b), from 2-(3-amino-4-methylphenyl)-4-phenylbenzoxazole (167 mg, 0.9 mmol) and 1,2,4-benzenetricarboxylic anhydride (250 mg, 0.9 mmol) the title compound was obtained, 340 mg (82%). 1H NMR (DMSO) δ 8.45(dd, 1H), 8.34(d, 2H), 8.26(dd, 1H), 8.13(d, 1H), 8.05(d, 1H), 7.85(d, 1H), 7.73(m, 4H), 7.50(t, 1H), 7.39(t, 1H), 2.28(s, 3H). MS 473 m/z (M−H)−.